This data is from the Open Reaction Database (ORD), a public repository of structured organic reaction records. The task is: describe an organic reaction: reactants, conditions, products, and yield Reported procedure: 4-{5-[5-Methyl-2-(2,2,6,6-tetramethyl-piperidin-4-ylamino)-pyrimidin-4-yl]-thiophen-2-yl}-butyric acid methyl ester was prepared analogous to Step C of Method A, starting from 4-[5-(2-chloro-5-methyl-pyrimidin-4-yl)-thiophen-2-yl]-butyric acid methyl ester and added 2,2,6,6-tetramethyl-piperidin-4-ylamine. Yield: 60%. RXN SMILES: [CH3:1][O:2][C:3](=[O:20])[CH2:4][CH2:5][CH2:6][C:7]1[S:8][C:9]([C:12]2[C:17]([CH3:18])=[CH:16][N:15]=[C:14](Cl)[N:13]=2)=[CH:10][CH:11]=1.[CH3:21][C:22]1([CH3:31])[CH2:27][CH:26]([NH2:28])[CH2:25][C:24]([CH3:30])([CH3:29])[NH:23]1>>[CH3:1][O:2][C:3](=[O:20])[CH2:4][CH2:5][CH2:6][C:7]1[S:8][C:9]([C:12]2[C:17]([CH3:18])=[CH:16][N:15]=[C:14]([NH:28][CH:26]3[CH2:27][C:22]([CH3:31])([CH3:21])[NH:23][C:24]([CH3:30])([CH3:29])[CH2:25]3)[N:13]=2)=[CH:10][CH:11]=1. The reactants are COC(CCCC=1SC(=CC1)C1=NC(=NC=C1C)Cl)=O (4-[5-(2-chloro-5-methyl-pyrimidin-4-yl)-thiophen-2-yl]-butyric acid methyl ester), CC1(NC(CC(C1)N)(C)C)C (2,2,6,6-tetramethyl-piperidin-4-ylamine). The yield is 60.0%. Yields the product COC(CCCC=1SC(=CC1)C1=NC(=NC=C1C)NC1CC(NC(C1)(C)C)(C)C)=O (4-{5-[5-Methyl-2-(2,2,6,6-tetramethyl-piperidin-4-ylamino)-pyrimidin-4-yl]-thiophen-2-yl}-butyric acid methyl ester). Reactants: CCOC(=O)C=CC(=O)O, CCN(C(C)C)C(C)C, Cl, NC(CC(=O)OCc1ccccc1)Cc1ccc(-c2cccc(Cl)c2)cc1, CN(C)C=O, O, On1nnc2cccnc21. The product is CCOC(=O)C=CC(=O)NC(CC(=O)OCc1ccccc1)Cc1ccc(-c2cccc(Cl)c2)cc1. RXN SMILES: [CH2:29]([CH3:30])[O:31][C:32]([CH:33]=[CH:34][C:35](=[O:36])[OH:37])=[O:38].[CH:39]([N:40]([CH2:41][CH3:42])[CH:43]([CH3:44])[CH3:45])([CH3:46])[CH3:47].[ClH:1].[NH2:2][CH:3]([CH2:4][C:5](=[O:6])[O:7][CH2:8][c:9]1[cH:10][cH:11][cH:12][cH:13][cH:14]1)[CH2:15][c:16]1[cH:17][cH:18][c:19](-[c:22]2[cH:23][c:24]([Cl:28])[cH:25][cH:26][cH:27]2)[cH:20][cH:21]1.[O:58]=[CH:59][N:60]([CH3:61])[CH3:62].[OH2:63].[OH:48][n:49]1[c:50]2[n:51][cH:52][cH:53][cH:54][c:55]2[n:56][n:57]1>>[NH:2]([CH:3]([CH2:4][C:5](=[O:6])[O:7][CH2:8][c:9]1[cH:10][cH:11][cH:12][cH:13][cH:14]1)[CH2:15][c:16]1[cH:17][cH:18][c:19](-[c:22]2[cH:23][c:24]([Cl:28])[cH:25][cH:26][cH:27]2)[cH:20][cH:21]1)[C:35]([CH:34]=[CH:33][C:32]([O:31][CH2:29][CH3:30])=[O:38])=[O:36]. The reactants are C(C)(=O)O[C@H]1[C@@H](O[C@@H]([C@H]1OC(C)=O)COC(C)=O)N1C2=NC(=NC(=C2N=C1)Cl)SCCC (9-(2,3,5-Tri-O-acetyl-β-D-ribofuranosyl)-6-chloro-2-(propylthio)purine), C(C)N (ethylamine). Run in O1CCOCC1 (dioxane), O (water). The product is C(C)NC=1C=2N=CN([C@H]3[C@H](O)[C@H](O)[C@@H](CO)O3)C2N=C(N1)SCCC (N-Ethyl-2-(propylthio)adenosine). As a reaction SMILES: C([O:4][C@@H:5]1[C@H:9]([O:10]C(=O)C)[C@@H:8]([CH2:14][O:15]C(=O)C)[O:7][C@H:6]1[N:19]1[CH:27]=[N:26][C:25]2[C:20]1=[N:21][C:22]([S:29][CH2:30][CH2:31][CH3:32])=[N:23][C:24]=2Cl)(=O)C.[CH2:33]([NH2:35])[CH3:34]>O1CCOCC1.O>[CH2:33]([NH:35][C:24]1[C:25]2[N:26]=[CH:27][N:19]([C:20]=2[N:21]=[C:22]([S:29][CH2:30][CH2:31][CH3:32])[N:23]=1)[C@@H:6]1[O:7][C@H:8]([CH2:14][OH:15])[C@@H:9]([OH:10])[C@H:5]1[OH:4])[CH3:34]. Procedure: 9-(2,3,5-Tri-O-acetyl-β-D-ribofuranosyl)-6-chloro-2-(propylthio)purine (1.3 g) and ethylamine (1.6 ml) in dioxane (30 ml) and water (30 ml) were heated in a sealed autoclave at 110° for 20 hours. On cooling to room temperature, evaporation gave a residue which was recrystallised from ethyl acetate. Further purification by chromatography (SiO2, methanol:ethyl acetate, 1:15 as eluant) gave the sub-title compound (0.46 g). Reactants: N1(C=CC=C1)C=1SC=C(N1)C(=O)OCC (ethyl 2-(1-pyrrolyl)-4-thiazolecarboxylate), [H-].[Al+3].[Li+].[H-].[H-].[H-] (lithium aluminum hydride). The product is N1(C=CC=C1)C=1SC=C(N1)CO (2-(1-pyrrolyl)-4-thiazolylmethanol). Yield: 69.0%. RXN SMILES: [N:1]1([C:6]2[S:7][CH:8]=[C:9]([C:11](OCC)=[O:12])[N:10]=2)[CH:5]=[CH:4][CH:3]=[CH:2]1.[H-].[Al+3].[Li+].[H-].[H-].[H-]>>[N:1]1([C:6]2[S:7][CH:8]=[C:9]([CH2:11][OH:12])[N:10]=2)[CH:2]=[CH:3][CH:4]=[CH:5]1 |f:1.2.3.4.5.6|. Procedure: In substantially the same manner as in Reference Example 77, ethyl 2-(1-pyrrolyl)-4-thiazolecarboxylate was reduced by lithium aluminum hydride to give 2-(1-pyrrolyl)-4-thiazolylmethanol. The yield was 69%. Recrystallization from ethyl acetate-hexane gave colorless prisms, mp 111-113° C.